Dataset: the Open Reaction Database (ORD), a public repository of structured organic reaction records. Task: describe an organic reaction: reactants, conditions, products, and yield Starting materials: resultant mixture, C(C1=CC=CC=C1)OC1=C(C(=O)O)C(=CC=C1OC)[N+](=O)[O-] (2-benzyloxy-3-methoxy-6-nitrobenzoic acid), [OH-].[NH4+] (ammonium hydroxide), ferrous sulphate heptahydrate. Run in O (water). Run at temperature 70 celsius. Yields the product NC1=CC=C(C(=C1C(=O)O)OCC1=CC=CC=C1)OC (6-amino-2-benzyloxy-3-methoxybenzoic acid). Isolated yield 87.0%. RXN SMILES: [CH2:1]([O:8][C:9]1[C:17]([O:18][CH3:19])=[CH:16][CH:15]=[C:14]([N+:20]([O-])=O)[C:10]=1[C:11]([OH:13])=[O:12])[C:2]1[CH:7]=[CH:6][CH:5]=[CH:4][CH:3]=1.[OH-].[NH4+]>O>[NH2:20][C:14]1[C:10]([C:11]([OH:13])=[O:12])=[C:9]([O:8][CH2:1][C:2]2[CH:3]=[CH:4][CH:5]=[CH:6][CH:7]=2)[C:17]([O:18][CH3:19])=[CH:16][CH:15]=1 |f:1.2|. Procedure details: A solution of ferrous sulphate heptahydrate (99 g) in water (410 ml) that had been heated to 70° C. was added to a mixture of 2-benzyloxy-3-methoxy-6-nitrobenzoic acid (Bull. Soc. Chim. France, 1965, 1417; 15.5 g) and concentrated aqueous ammonium hydroxide (370 ml) which was heated to 70° C. The resultant mixture was heated to reflux for 30 minutes. The mixture was filtered and the basicity of the filtrate was adjusted to pH8 by the addition of 2N aqueous hydrochloric acid and then the filtrate...